From a dataset of the Open Reaction Database (ORD), a public repository of structured organic reaction records. describe an organic reaction: reactants, conditions, products, and yield The reactants are C(\C(\C)=C/C)(=O)OC (methyl angelate), 4A, C(C\C=C/CC)O ((Z)-3-hexenyl alcohol), C(CCCCCCCCCCC)(=O)[O-].C(CCCCCCC)[Sn+2]CCCCCCCC.C(CCCCCCCCCCC)(=O)[O-] (dioctyltin laurate). Run in C1(=CC=CC=C1)C (toluene). Product: C(\C(\C)=C/C)(=O)OCC\C=C/CC ((Z)-3-Hexenyl Angelate). Reaction SMILES: [C:1]([O:7][CH3:8])(=[O:6])/[C:2](=[CH:4]\[CH3:5])/[CH3:3].[CH2:9](O)[CH2:10]/[CH:11]=[CH:12]\[CH2:13]C.C([O-])(=O)CCCCCCCCCCC.C([Sn+2]CCCCCCCC)CCCCCCC.C([O-])(=O)CCCCCCCCCCC>C1(C)C=CC=CC=1>[C:1]([O:7][CH2:8][CH2:9]/[CH:10]=[CH:11]\[CH2:12][CH3:13])(=[O:6])/[C:2](=[CH:4]\[CH3:5])/[CH3:3] |f:2.3.4|. Reported procedure: A mixture of 20.0 g. of methyl angelate, 26.34 g. of (Z)-3-hexenyl alcohol, 100 ml. of toluene and 1.2 g. of dioctyltin laurate was placed in a 300 ml. glass flask, which was equipped with a Soxhlet extractor filled on the top with molecular sieve 4A and a reflux cooler. Solvent: O (water). Run at temperature 100 celsius, time 18 hour. Starting materials: C(C)N1C(=O)NC(=O)N=C1 (1-ethyl-5-azauracil), [H][H] (hydrogen), [H][H] (hydrogen), [H][H] (hydrogen). RXN SMILES: [CH2:1]([N:3]1[CH:10]=[N:9][C:7](=[O:8])[NH:6][C:4]1=[O:5])[CH3:2].[H][H]>[Rh].O>[CH2:1]([N:3]1[CH2:10][NH:9][C:7](=[O:8])[NH:6][C:4]1=[O:5])[CH3:2]. Procedure: To a quantity [370 gm., 2.62 mole] of the 1-ethyl-5-azauracil prepared in Part B, above is added 2200 ml. water and 40 gm. of 5 percent rhodium on activated charcoal. This mixture is put in a Parr hydrogenation chamber and hydrogen gas is introduced to a pressure of 50 pounds per square inch (p.s.i.) and the reaction system is heated to 100° C. When uptake of hydrogen ceases, the hydrogen pressure is increased to 200 p.s.i. and held there for 18 hours. The hydrogenated reaction mixture is rinsed... Yields the product C(C)N1C(NC(NC1)=O)=O (5-Ethyl-5,6-dihydro-s-triazine-2,4-(1H,3H)-dione). The reagents and catalysts are [Rh] (rhodium on activated charcoal). Starting materials: COC(=O)c1ccc(C=CC(=O)c2ccc(Cl)cc2Nc2ccccc2)cc1, CCOC(C)=O. Product: COC(=O)c1ccc(CCC(=O)c2ccc(Cl)cc2Nc2ccccc2)cc1. Reaction SMILES: [CH3:1][O:2][C:3]([c:4]1[cH:5][cH:6][c:7]([CH:10]=[CH:11][C:12](=[O:13])[c:14]2[c:15]([NH:21][c:22]3[cH:23][cH:24][cH:25][cH:26][cH:27]3)[cH:16][c:17]([Cl:20])[cH:18][cH:19]2)[cH:8][cH:9]1)=[O:28].[CH3:29][CH2:30][O:31][C:32](=[O:33])[CH3:34]>>[CH3:1][O:2][C:3]([c:4]1[cH:5][cH:6][c:7]([CH2:10][CH2:11][C:12](=[O:13])[c:14]2[c:15]([NH:21][c:22]3[cH:23][cH:24][cH:25][cH:26][cH:27]3)[cH:16][c:17]([Cl:20])[cH:18][cH:19]2)[cH:8][cH:9]1)=[O:28]. The reactants are [Al+3], C1CCOC1, CNC(=O)CCCCCCCc1ccccc1, [H-], [H-], [H-], [H-], [Li+]. Product: CNCCCCCCCCc1ccccc1. Reaction SMILES: [Al+3:19].[CH2:24]1[O:25][CH2:26][CH2:27][CH2:28]1.[CH3:1][NH:2][C:3]([CH2:4][CH2:5][CH2:6][CH2:7][CH2:8][CH2:9][CH2:10][c:11]1[cH:12][cH:13][cH:14][cH:15][cH:16]1)=[O:17].[H-:18].[H-:21].[H-:22].[H-:23].[Li+:20]>>[CH3:1][NH:2][CH2:3][CH2:4][CH2:5][CH2:6][CH2:7][CH2:8][CH2:9][CH2:10][c:11]1[cH:12][cH:13][cH:14][cH:15][cH:16]1.